This data is from the Open Reaction Database (ORD), a public repository of structured organic reaction records. The task is: describe an organic reaction: reactants, conditions, products, and yield The reactants are CCO, ClCCl, [N-]=[N+]=NC1CCC(N2C(=O)c3cc(Cl)c(Cl)cc3C2=O)C1. Product: NC1CCC(N2C(=O)c3cc(Cl)c(Cl)cc3C2=O)C1. RXN SMILES: [CH3:22][CH2:23][OH:24].[Cl:25][CH2:26][Cl:27].[N:1](=[N+:2]=[N-:3])[CH:4]1[CH2:5][CH:6]([N:9]2[C:10](=[O:21])[c:11]3[cH:12][c:13]([Cl:20])[c:14]([Cl:19])[cH:15][c:16]3[C:17]2=[O:18])[CH2:7][CH2:8]1>>[NH2:1][CH:4]1[CH2:5][CH:6]([N:9]2[C:10](=[O:21])[c:11]3[cH:12][c:13]([Cl:20])[c:14]([Cl:19])[cH:15][c:16]3[C:17]2=[O:18])[CH2:7][CH2:8]1. The reactants are N1C=NC2=C1C=CC=C2 (1H-benzo[d]imidazole), BrC=1C=C(CN[C@H](C)C2=CC=CC=C2)C=CC1Cl ((R)—N-(3-bromo-4-chlorobenzyl)-1-phenylethanamine), C([O-])([O-])=O.[K+].[K+] (potassium carbonate). The reagents and catalysts are [Cu]I (copper(I) iodide). The solvent is CN1CCCC1=O (NMP). Run at temperature 150 celsius. Yields the product N1(C=NC2=C1C=CC=C2)C=2C=C(CN[C@H](C)C1=CC=CC=C1)C=CC2Cl ((1R)—N-(3-(1H-benzo[d]imidazol-1-yl)-4-chlorobenzyl)-1-phenylethanamine). The yield is 19.3%. As a reaction SMILES: [NH:1]1[C:5]2[CH:6]=[CH:7][CH:8]=[CH:9][C:4]=2[N:3]=[CH:2]1.Br[C:11]1[CH:12]=[C:13]([CH:24]=[CH:25][C:26]=1[Cl:27])[CH2:14][NH:15][C@@H:16]([C:18]1[CH:23]=[CH:22][CH:21]=[CH:20][CH:19]=1)[CH3:17].C(=O)([O-])[O-].[K+].[K+]>[Cu]I.CN1C(=O)CCC1>[N:1]1([C:11]2[CH:12]=[C:13]([CH:24]=[CH:25][C:26]=2[Cl:27])[CH2:14][NH:15][C@@H:16]([C:18]2[CH:23]=[CH:22][CH:21]=[CH:20][CH:19]=2)[CH3:17])[C:5]2[CH:6]=[CH:7][CH:8]=[CH:9][C:4]=2[N:3]=[CH:2]1 |f:2.3.4|. Reported procedure: To a mixture of 1H-benzo[d]imidazole (0.106 g, 0.90 mmol) and (R)—N-(3-bromo-4-chlorobenzyl)-1-phenylethanamine 75 (0.247 g, 0.76 mmol) was added potassium carbonate (0.141 g, 1.0 mmol), copper(I) iodide (0.023 g, 0.12 mmol), and NMP (0.8 mL). The reaction mixture was degassed and heated to 150° C. for 3 d, diluted with EtOAc, filtered, and concentrated in vacuo. Purification by flash column chromatography on silica gel (eluted with 40% to 100% EtOAc in hexanes) gave (1R)—N-(3-(1H-benzo[d]imidaz... The reactants are [N+](=O)([O-])C=1C=C2C(CCN3C2=C(C1)C(CC3)C3=CC=CC=C3)C3=CC=CC=C3 (9-nitro-1,7-diphenyl-1,2,3,5,6,7-hexahydropyrido[3,2,1-ij]quinoline), [N+](=O)([O-])C=1C=C2C(CCN3C2=C(C1)C(CC3)C3=CC=CC=C3)C3=CC=CC=C3 (9-nitro-1,7-diphenyl-1,2,3,5,6,7-hexahydropyrido[3,2,1-ij]quinoline). The reagents and catalysts are [Pd] (Pd/C). The solvent is CO (MeOH). Product: C1(=CC=CC=C1)C1CCN2C3=C(C=C(C=C13)N)C(CC2)C2=CC=CC=C2 (1,7-diphenyl-1,2,3,5,6,7-hexahydropyrido[3,2,1-ij]quinolin-9-amine). As a reaction SMILES: [N+:1]([C:4]1[CH:5]=[C:6]2[C:11]3=[C:12]([CH:14]([C:17]4[CH:22]=[CH:21][CH:20]=[CH:19][CH:18]=4)[CH2:15][CH2:16][N:10]3[CH2:9][CH2:8][CH:7]2[C:23]2[CH:28]=[CH:27][CH:26]=[CH:25][CH:24]=2)[CH:13]=1)([O-])=O>CO.[Pd]>[C:23]1([CH:7]2[C:6]3[C:11]4=[C:12]([CH:14]([C:17]5[CH:22]=[CH:21][CH:20]=[CH:19][CH:18]=5)[CH2:15][CH2:16][N:10]4[CH2:9][CH2:8]2)[CH:13]=[C:4]([NH2:1])[CH:5]=3)[CH:24]=[CH:25][CH:26]=[CH:27][CH:28]=1. Reported procedure: A solution of 9-nitro-1,7-diphenyl-1,2,3,5,6,7-hexahydropyrido[3,2,1-ij]quinoline (Intermediate 3), (1.2 g, 7.06 mmol), in MeOH (100 mL) was subjected to hydrogenation reaction by the action of 10% Pd/C (120 mg) under H2 balloon at room temperature for 12 h. The mixture was filtered through Celite and freed of solvent under reduced pressure to get 1,7-diphenyl-1,2,3,5,6,7-hexahydropyrido[3,2,1-ij]quinolin-9-amine (Intermediate 4) as a solid, (1.08 g, 98%). Reactants: O=C(CNC(=O)C1=NNC(=C1)C1=C(C=CC=C1)OCC1=CC=CC=C1)N1CCC(CC1)OC1=CC(=CC=C1)C(F)(F)F (5-(2-benzyloxy-phenyl)-1H-pyrazole-3-carboxylic acid {2-oxo-2-[4-(3-trifluoromethyl-phenoxy)-piperidin-1-yl]-ethyl}-amide), Intermediate 45. The reagents and catalysts are [Pd] (Pd/C). The solvent is CO (methanol). Run at time 3 hour. The product is O=C(CNC(=O)C1=NNC(=C1)C1=C(C=CC=C1)O)N1CCC(CC1)OC1=CC(=CC=C1)C(F)(F)F (5-(2-hydroxy-phenyl)-1H-pyrazole-3-carboxylic acid {2-oxo-2-[4-(3-trifluoromethyl-phenoxy)-piperidin-1-yl]-ethyl}-amide). Isolated yield 34.9%. As a reaction SMILES: [O:1]=[C:2]([N:26]1[CH2:31][CH2:30][CH:29]([O:32][C:33]2[CH:38]=[CH:37][CH:36]=[C:35]([C:39]([F:42])([F:41])[F:40])[CH:34]=2)[CH2:28][CH2:27]1)[CH2:3][NH:4][C:5]([C:7]1[CH:11]=[C:10]([C:12]2[CH:17]=[CH:16][CH:15]=[CH:14][C:13]=2[O:18]CC2C=CC=CC=2)[NH:9][N:8]=1)=[O:6]>CO.[Pd]>[O:1]=[C:2]([N:26]1[CH2:31][CH2:30][CH:29]([O:32][C:33]2[CH:38]=[CH:37][CH:36]=[C:35]([C:39]([F:40])([F:41])[F:42])[CH:34]=2)[CH2:28][CH2:27]1)[CH2:3][NH:4][C:5]([C:7]1[CH:11]=[C:10]([C:12]2[CH:17]=[CH:16][CH:15]=[CH:14][C:13]=2[OH:18])[NH:9][N:8]=1)=[O:6]. Procedure: 10% Pd/C (50 mg) was added to a stirred solution of 5-(2-benzyloxy-phenyl)-1H-pyrazole-3-carboxylic acid {2-oxo-2-[4-(3-trifluoromethyl-phenoxy)-piperidin-1-yl]-ethyl}-amide (195 mg, 0.34 mmol) (prepared by method used for the synthesis of Intermediate 45) in methanol (30 mL) under inert atmosphere and stirred under H2 atmosphere with pressure for 3 hrs. The reaction mixture was filtered through celite, the celite was washed with methanol and the filtrate was concentrated under reduced pressure ... Reactants: CC1=C(C(=O)OCOC(=O)C(C)(C)C)C(c2cccc([N+](=O)[O-])c2)C(C(=O)OCOC(=O)C(C)(C)C)=C(C)N1, CC(C)OC(C)C, O. Product: CC1=C(C(=O)O)C(c2cccc([N+](=O)[O-])c2)C(C(=O)OCOC(=O)C(C)(C)C)=C(C)N1. RXN SMILES: [CH3:1][C:2]1=[C:7]([C:8](=[O:9])[O:10][CH2:11][O:12][C:13]([C:14]([CH3:15])([CH3:16])[CH3:17])=[O:18])[CH:6]([c:19]2[cH:20][c:21]([N+:25](=[O:26])[O-:27])[cH:22][cH:23][cH:24]2)[C:5]([C:28](=[O:29])[O:30][CH2:31][O:32][C:33](=[O:34])[C:35]([CH3:36])([CH3:37])[CH3:38])=[C:4]([CH3:39])[NH:3]1.[CH:40]([O:41][CH:42]([CH3:43])[CH3:44])([CH3:45])[CH3:46].[OH2:47]>>[CH3:1][C:2]1=[C:7]([C:8](=[O:9])[O:10][CH2:11][O:12][C:13]([C:14]([CH3:15])([CH3:16])[CH3:17])=[O:18])[CH:6]([c:19]2[cH:20][c:21]([N+:25](=[O:26])[O-:27])[cH:22][cH:23][cH:24]2)[C:5]([C:28](=[O:29])[OH:30])=[C:4]([CH3:39])[NH:3]1. The reactants are O(C1=CC=CC=C1)CCCN1CCC(CC1)=O (1-(3-phenoxypropyl)-4-piperidone), Cl.NO (hydroxylamine hydrochloride). Product: O(C1=CC=CC=C1)CCCN1CCC(CC1)=NO (1-(3-Phenoxypropyl)-4-piperidone oxime). Reaction SMILES: [O:1]([CH2:8][CH2:9][CH2:10][N:11]1[CH2:16][CH2:15][C:14](=O)[CH2:13][CH2:12]1)[C:2]1[CH:7]=[CH:6][CH:5]=[CH:4][CH:3]=1.Cl.[NH2:19][OH:20]>>[O:1]([CH2:8][CH2:9][CH2:10][N:11]1[CH2:16][CH2:15][C:14](=[N:19][OH:20])[CH2:13][CH2:12]1)[C:2]1[CH:7]=[CH:6][CH:5]=[CH:4][CH:3]=1 |f:1.2|. Reported procedure: 1-(3-Phenoxypropyl)-4-piperidone oxime is prepared from 1-(3-phenoxypropyl)-4-piperidone and hydroxylamine hydrochloride essentially as described above in Example 38, Scheme C, step b.